This data is from the Open Reaction Database (ORD), a public repository of structured organic reaction records. The task is: describe an organic reaction: reactants, conditions, products, and yield Starting materials: CC1=CC=C(C=C1)S(=O)(=O)NC(O[C@H](CC1=CC=C(C=C1)N1C(=NC2=C1C=CC(=C2)C(C)=O)CC)C)=O ((1S)-2-[4-(5-ACETYL-2-ETHYL-1H-BENZIMIDAZOL-1-YL)PHENYL]-1-METHYLETHYL (4-METHYLPHENYL)SULFONYLCARBAMATE), [OH-].[Na+] (NaOH), O (water). Solvent: C(C)O (ethanol). Conditions: time 2 hour. Product: CC1=CC=C(C=C1)S(=O)(=O)NC(O[C@@H](CC1=CC=C(C=C1)N1C(=NC2=C1C=CC(=C2)C(C)=O)CC)C)=O ((1R)-2-[4-(5-ACETYL-2-ETHYL-1H-BENZIMIDAZOL-1-YL)PHENYL]-1-METHYLETHYL (4-METHYLPHENYL)SULFONYLCARBAMATE). Yield: 27.7%. Reaction SMILES: [CH3:1][C:2]1[CH:7]=[CH:6][C:5]([S:8]([NH:11][C:12](=[O:37])[O:13][C@@H:14]([CH3:36])[CH2:15][C:16]2[CH:21]=[CH:20][C:19]([N:22]3[C:26]4[CH:27]=[CH:28][C:29]([C:31](=[O:33])[CH3:32])=[CH:30][C:25]=4[N:24]=[C:23]3[CH2:34][CH3:35])=[CH:18][CH:17]=2)(=[O:10])=[O:9])=[CH:4][CH:3]=1.[OH-].[Na+].O>C(O)C>[CH3:1][C:2]1[CH:3]=[CH:4][C:5]([S:8]([NH:11][C:12](=[O:37])[O:13][C@H:14]([CH3:36])[CH2:15][C:16]2[CH:17]=[CH:18][C:19]([N:22]3[C:26]4[CH:27]=[CH:28][C:29]([C:31](=[O:33])[CH3:32])=[CH:30][C:25]=4[N:24]=[C:23]3[CH2:34][CH3:35])=[CH:20][CH:21]=2)(=[O:9])=[O:10])=[CH:6][CH:7]=1 |f:1.2|. Procedure details: To a solution of (1R)-1-methyl-2-(4-nitrophenyl)ethyl propanoate (step 1 of Example 248, 1.91 g, 8.05 mmol) in ethanol (20 ml) was added 2N aqueous NaOH (5 ml) at room temperature. The resulting mixture was stirred at room temperature for 2 h. The reaction mixture was poured into water, extracted with diethyl ether (2×50 ml). The organic layer was washed with brine, dried (MgSO4), and concentrated. Purification by flash column chromatography eluting with hexane/diethyl ether (1:1) afforded 1.16 ... Reactants: CC(C)(C)c1ccc(N=C=O)cc1, C1CCOC1, CNc1cc(Oc2ccc3c(c2)CCCN3)ncn1, CCCCCC, CCOC(C)=O. Product: CNc1cc(Oc2ccc3c(c2)CCCN3C(=O)Nc2ccc(C(C)(C)C)cc2)ncn1. Reaction SMILES: [C:20]([CH3:21])([CH3:22])([CH3:23])[c:24]1[cH:25][cH:26][c:27]([N:30]=[C:31]=[O:32])[cH:28][cH:29]1.[CH2:45]1[O:46][CH2:47][CH2:48][CH2:49]1.[CH3:1][NH:2][c:3]1[cH:4][c:5]([O:9][c:10]2[cH:11][c:12]3[c:17]([cH:18][cH:19]2)[NH:16][CH2:15][CH2:14][CH2:13]3)[n:6][cH:7][n:8]1.[CH3:33][CH2:34][CH2:35][CH2:36][CH2:37][CH3:38].[CH3:39][CH2:40][O:41][C:42]([CH3:43])=[O:44]>>[CH3:1][NH:2][c:3]1[cH:4][c:5]([O:9][c:10]2[cH:11][c:12]3[c:17]([cH:18][cH:19]2)[N:16]([C:31]([NH:30][c:27]2[cH:26][cH:25][c:24]([C:20]([CH3:21])([CH3:22])[CH3:23])[cH:29][cH:28]2)=[O:32])[CH2:15][CH2:14][CH2:13]3)[n:6][cH:7][n:8]1. Reactants: COC(=O)c1cc(NCCN2CCCC2)c(C)c(N2CCN(C(=O)OC(C)(C)C)CC2)c1, CO, Cl, [Na+], [OH-]. The product is Cc1c(NCCN2CCCC2)cc(C(=O)O)cc1N1CCN(C(=O)OC(C)(C)C)CC1. RXN SMILES: [CH3:1][c:2]1[c:3]([N:20]2[CH2:21][CH2:22][N:23]([C:26](=[O:27])[O:28][C:29]([CH3:30])([CH3:31])[CH3:32])[CH2:24][CH2:25]2)[cH:4][c:5]([C:16](=[O:17])[O:18][CH3:19])[cH:6][c:7]1[NH:8][CH2:9][CH2:10][N:11]1[CH2:12][CH2:13][CH2:14][CH2:15]1.[CH3:36][OH:37].[ClH:35].[Na+:34].[OH-:33]>>[CH3:1][c:2]1[c:3]([N:20]2[CH2:21][CH2:22][N:23]([C:26](=[O:27])[O:28][C:29]([CH3:30])([CH3:31])[CH3:32])[CH2:24][CH2:25]2)[cH:4][c:5]([C:16](=[O:17])[OH:18])[cH:6][c:7]1[NH:8][CH2:9][CH2:10][N:11]1[CH2:12][CH2:13][CH2:14][CH2:15]1. The reactants are O=C([O-])[O-], COc1cc(C)cc(-c2n[nH]cc2-c2ccnc(SC)n2)c1, CN(C)C=O, N#CCI, [K+], [K+]. The product is COc1cc(C)cc(-c2nn(CC#N)cc2-c2ccnc(SC)n2)c1. As a reaction SMILES: [C:23](=[O:24])([O-:25])[O-:26].[CH3:1][O:2][c:3]1[cH:4][c:5](-[c:10]2[n:11][nH:12][cH:13][c:14]2-[c:15]2[n:16][c:17]([S:21][CH3:22])[n:18][cH:19][cH:20]2)[cH:6][c:7]([CH3:9])[cH:8]1.[CH3:33][N:34]([CH3:35])[CH:36]=[O:37].[I:29][CH2:30][C:31]#[N:32].[K+:27].[K+:28]>>[CH3:1][O:2][c:3]1[cH:4][c:5](-[c:10]2[n:11][n:12]([CH2:30][C:31]#[N:32])[cH:13][c:14]2-[c:15]2[n:16][c:17]([S:21][CH3:22])[n:18][cH:19][cH:20]2)[cH:6][c:7]([CH3:9])[cH:8]1. The reactants are NC1=C(C(=O)O)C=CC(=C1)Br (2-amino-4-bromobenzoic acid), ice water, CCOCC (Et2O), CH2N2. Reaction conditions: time 12 hour. Product: NC1=C(C(=O)OC)C=CC(=C1)Br (methyl 2-amino-4-bromobenzoate). RXN SMILES: [NH2:1][C:2]1[CH:10]=[C:9]([Br:11])[CH:8]=[CH:7][C:3]=1[C:4]([OH:6])=[O:5].[CH3:12]COCC>>[NH2:1][C:2]1[CH:10]=[C:9]([Br:11])[CH:8]=[CH:7][C:3]=1[C:4]([O:6][CH3:12])=[O:5]. Procedure: A solution of 2-amino-4-bromobenzoic acid (500 mg, 2.3 mmol) in 20 mL of Et2O was cooled to 0° C. by ice water, and a solution of CH2N2 (145 mg, 3.5 mmol) was added. The reaction was warmed to r.t and stirred for 12 hours. The reaction mixture was concentrated to give methyl 2-amino-4-bromobenzoate 1H-NMR (400 MHz, CDCl3) δ 11.45 (s, 1H), 7.95-8.05 (in, 2H), 7.72 (d, J=8.0 Hz, 1H), 3.31 (s, 3H). The reactants are [BH4-].[Na+] (NaBH4), [OH-].[Na+] (NaOH), N1CCC(CC1)O (Piperidin-4-ol), O1CCC(CC1)=O (dihydro-2H-pyran-4(3H)-one). The solvent is CO (Methanol), CC([O-])C.[Ti+4].CC([O-])C.CC([O-])C.CC([O-])C (titanium(IV) isopropoxide), C(C)(=O)OCC (ethyl acetate). Conditions: time 8 hour. Yields the product O1CCC(CC1)N1CCC(CC1)O (1-(tetrahydro-2H-pyran-4-yl)piperidin-4-ol). RXN SMILES: [NH:1]1[CH2:6][CH2:5][CH:4]([OH:7])[CH2:3][CH2:2]1.[O:8]1[CH2:13][CH2:12][C:11](=O)[CH2:10][CH2:9]1.[BH4-].[Na+].[OH-].[Na+]>CC(C)[O-].[Ti+4].CC(C)[O-].CC(C)[O-].CC(C)[O-].C(OCC)(=O)C.CO>[O:8]1[CH2:13][CH2:12][CH:11]([N:1]2[CH2:6][CH2:5][CH:4]([OH:7])[CH2:3][CH2:2]2)[CH2:10][CH2:9]1 |f:2.3,4.5,6.7.8.9.10|. Procedure details: Piperidin-4-ol (7.8 g) and dihydro-2H-pyran-4(3H)-one (5.0 g) were dissolved in titanium(IV) isopropoxide (30 mL) and the reaction was stirred at room temperature overnight. Methanol (40 mL) was added and the reaction was cooled to 0° C. Then NaBH4 (3.8 g) was added in portions over one hour. After 2 hours 1N aqueous NaOH was added, followed by ethyl acetate addition. After filtration though celite the layers were separated, the aqueous layer extracted with ethyl acetate, and the combined organi...